This data is from the Open Reaction Database (ORD), a public repository of structured organic reaction records. The task is: describe an organic reaction: reactants, conditions, products, and yield The reactants are CC1=NC2=C(C=CC=C2C=C1)C1=C(C(=C(C1C)C)C)C (1-(2-methyl-8-quinolyl)-2,3,4,5-tetramethylcyclopentadiene), C(CCC)[Li] (n-butyllithium), [Cl-].[Cr+3].[Cl-].[Cl-] (chromium(III) chloride). Solvent: C1CCOC1 (THF), C1CCOC1 (THF). Run at time 2 hour. The product is [Cl-].[Cl-].CC1=NC2=C(C=CC=C2C=C1)C1(C(=C(C(=C1C)C)C)C)[Cr+2] (1-(2-methyl-8-quinolyl)-2, 3,4,5-tetramethylcyclopentadienylchromium(III) dichloride). Yield: 50.0%. As a reaction SMILES: [CH3:1][C:2]1[CH:11]=[CH:10][C:9]2[C:4](=[C:5]([C:12]3[CH:16]([CH3:17])[C:15]([CH3:18])=[C:14]([CH3:19])[C:13]=3[CH3:20])[CH:6]=[CH:7][CH:8]=2)[N:3]=1.C([Li])CCC.[Cl-:26].[Cr+3:27].[Cl-].[Cl-]>C1COCC1>[Cl-:26].[Cl-:26].[CH3:1][C:2]1[CH:11]=[CH:10][C:9]2[C:4](=[C:5]([C:12]3([Cr+2:27])[C:16]([CH3:17])=[C:15]([CH3:18])[C:14]([CH3:19])=[C:13]3[CH3:20])[CH:6]=[CH:7][CH:8]=2)[N:3]=1 |f:2.3.4.5,7.8.9|. Procedure: 0.3 g of 1-(2-methyl-8-quinolyl)-2,3,4,5-tetramethylcyclopentadiene (1.14 mmol) in 30 ml of THF was deprotonated using 0.45 ml of n-butyllithium (2.5 M in hexane, 1.14 mmol). After the mixture had been stirred for two hours, the red solution was added dropwise to a suspension of chromium(III) chloride in 20 ml of THF. After the mixture had been stirred at room temperature for 16 hours, the solvents were evaporated off, and the resultant residue was taken up in 20 ml of toluene. The green suspens... Product: COc1cccc(-c2ocnc2C(=O)Nc2cnn(Cc3ccc(C(C)(F)F)o3)c2)c1. RXN SMILES: [CH3:17][O:18][c:19]1[cH:20][c:21](-[c:25]2[c:26]([C:30](=[O:31])[OH:32])[n:27][cH:28][o:29]2)[cH:22][cH:23][cH:24]1.[F:1][C:2]([CH3:3])([F:4])[c:5]1[cH:6][cH:7][c:8]([CH2:10][n:11]2[n:12][cH:13][c:14]([NH2:16])[cH:15]2)[o:9]1>>[F:1][C:2]([CH3:3])([F:4])[c:5]1[cH:6][cH:7][c:8]([CH2:10][n:11]2[n:12][cH:13][c:14]([NH:16][C:30]([c:26]3[c:25](-[c:21]4[cH:20][c:19]([O:18][CH3:17])[cH:24][cH:23][cH:22]4)[o:29][cH:28][n:27]3)=[O:31])[cH:15]2)[o:9]1. The reactants are COc1cccc(-c2ocnc2C(=O)O)c1, CC(F)(F)c1ccc(Cn2cc(N)cn2)o1. The reactants are [BH4-], O=C([O-])O, CN(CC1CCC(CC=O)CC1)C(=O)OCc1ccccc1, CO, Cl, [Na+], [Na+]. Yields the product CN(CC1CCC(CCO)CC1)C(=O)OCc1ccccc1. RXN SMILES: [BH4-:23].[C:26](=[O:27])([OH:28])[O-:29].[CH2:1]([c:2]1[cH:3][cH:4][cH:5][cH:6][cH:7]1)[O:8][C:9]([N:10]([CH2:11][CH:12]1[CH2:13][CH2:14][CH:15]([CH2:18][CH:19]=[O:20])[CH2:16][CH2:17]1)[CH3:21])=[O:22].[CH3:31][OH:32].[ClH:25].[Na+:24].[Na+:30]>>[CH2:1]([c:2]1[cH:3][cH:4][cH:5][cH:6][cH:7]1)[O:8][C:9]([N:10]([CH2:11][CH:12]1[CH2:13][CH2:14][CH:15]([CH2:18][CH2:19][OH:20])[CH2:16][CH2:17]1)[CH3:21])=[O:22]. Starting materials: C(CCC)N (butylamine), C(C=C)(=O)[O-] (acrylate), C(CCC)N (butylamine), C(CCC)N (butylamine), amine, C(CCCCCCCC)C1=C(C(=C(C=C1)P([O-])([O-])[O-])CCCCCCCCC)CCCCCCCCC (trisnonylphenylphosphite). Yields the product C(C=C)(=O)[O-].C(CCC)N (Acrylate Butylamine). Reaction SMILES: [C:1]([O-:5])(=[O:4])[CH:2]=[CH2:3].[CH2:6]([NH2:10])[CH2:7][CH2:8][CH3:9].C(C1C=CC(P([O-])([O-])[O-])=C(CCCCCCCCC)C=1CCCCCCCCC)CCCCCCCC>>[C:1]([O-:5])(=[O:4])[CH:2]=[CH2:3].[CH2:6]([NH2:10])[CH2:7][CH2:8][CH3:9] |f:3.4|. Procedure: To 200 g of the acrylate obtained in Example 1.A, 11 g of butylamine was added in order to reach in the end product, a nitrogen content of 1.0%. After the slight exotherm observed during addition of the amine, the reaction mixture was maintain at 50° C. until the free butylamine content reached 1000 ppm, as measured by titration. After being stripped to reach a free butylamine content below 200 ppm, the end product was post-stabilized with 3000 ppm trisnonylphenylphosphite. A clear, low odor, me... Reactants: C(=O)(OC(C)(C)C)N1C=C(C2=CC=CC=C12)CC1C(N(C2=C(N(C1=O)CC(=O)N(C1=CC=C(C=C1)OC)C(C)C)C=CC=C2)C2=CC=CC=C2)=O (2-[3-(N-BOC-indol-3-ylmethyl)-2,4-dioxo-5-phenyl-2,3,4,5-tetrahydro-benzo[b][1,4]diazepin-1-yl]-N-isopropyl-N-(4-methoxy-phenyl) acetamide), CI (methyl iodide), solution, C[Si](C)(C)[N-][Si](C)(C)C.[Na+] (NaN(TMS)2). Solvent: CN(C)C=O (DMF), C1CCOC1 (THF). Reaction conditions: temperature 50 celsius, time 10 minute. The product is CN1C=C(C2=CC=CC=C12)CC1(C(N(C2=C(N(C1=O)CC(=O)N(C1=CC=C(C=C1)OC)C(C)C)C=CC=C2)C2=CC=CC=C2)=O)C (2-[3-(N-methyl-indol-3-ylmethyl)-3-methyl-2,4-dioxo-5-phenyl-2,3,4,5-tetrahydro-benzo[b][1,4]diazepin-1-yl]-N-isopropyl-N-(4-methoxy-phenyl) acetamide). RXN SMILES: [C:1]([N:8]1[C:16]2[C:11](=[CH:12][CH:13]=[CH:14][CH:15]=2)[C:10]([CH2:17][CH:18]2[C:24](=[O:25])[N:23]([CH2:26][C:27]([N:29]([CH:38]([CH3:40])[CH3:39])[C:30]3[CH:35]=[CH:34][C:33]([O:36][CH3:37])=[CH:32][CH:31]=3)=[O:28])[C:22]3[CH:41]=[CH:42][CH:43]=[CH:44][C:21]=3[N:20]([C:45]3[CH:50]=[CH:49][CH:48]=[CH:47][CH:46]=3)[C:19]2=[O:51])=[CH:9]1)(OC(C)(C)C)=O.[CH3:52][Si]([N-][Si](C)(C)C)(C)C.[Na+].CI>CN(C=O)C.C1COCC1>[CH3:1][N:8]1[C:16]2[C:11](=[CH:12][CH:13]=[CH:14][CH:15]=2)[C:10]([CH2:17][C:18]2([CH3:52])[C:24](=[O:25])[N:23]([CH2:26][C:27]([N:29]([CH:38]([CH3:39])[CH3:40])[C:30]3[CH:31]=[CH:32][C:33]([O:36][CH3:37])=[CH:34][CH:35]=3)=[O:28])[C:22]3[CH:41]=[CH:42][CH:43]=[CH:44][C:21]=3[N:20]([C:45]3[CH:46]=[CH:47][CH:48]=[CH:49][CH:50]=3)[C:19]2=[O:51])=[CH:9]1 |f:1.2|. Procedure details: To a stirring solution of 295 mg (0.43 mmol) of 2-[3-(N-BOC-indol-3-ylmethyl)-2,4-dioxo-5-phenyl-2,3,4,5-tetrahydro-benzo[b][1,4]diazepin-1-yl]-N-isopropyl-N-(4-methoxy-phenyl) acetamide, prepared as in Example 23, in 10 mL of DMF at 0° C. is added 690 μL (0.69 mmol, 1.6 equiv) of a 1.0M solution of NaN(TMS)2 in THF. The resulting solution is stirred 10 min, then 53 μL (0.86 mmol, 2.0 equiv) of methyl iodide is added. The reaction mixture is stirred 2 h at RT and then heated to 50° C. for 14 h, ... Starting materials: N[C@@H]1C[C@H]2[C@H](N([C@@H]1C2)C(=O)OC(C)(C)C)C(=O)OC (2-tert-butyl 3-methyl (1R,3S,4R,6R)-6-amino-2-azabicyclo[2.2.1]heptane-2,3-dicarboxylate), C1(=CC=C(C=C1)S(=O)(=O)Cl)C (p-toluenesulfonyl chloride). The solvent is N1=CC=CC=C1 (pyridine). Run at time 1 hour. Yields the product CC1=CC=C(C=C1)S(=O)(=O)N[C@@H]1C[C@H]2[C@H](N([C@@H]1C2)C(=O)OC(C)(C)C)C(=O)OC (2-tert-Butyl 3-methyl (1R,3S,4S,6R)-6-{[(4-methylphenyl)sulfonyl]amino}-2-azabicyclo[2.2.1]heptane-2,3-dicarboxylate). The yield is 87.3%. RXN SMILES: [NH2:1][C@H:2]1[C@H:7]2[CH2:8][C@H:4]([C@@H:5]([C:16]([O:18][CH3:19])=[O:17])[N:6]2[C:9]([O:11][C:12]([CH3:15])([CH3:14])[CH3:13])=[O:10])[CH2:3]1.[C:20]1([CH3:30])[CH:25]=[CH:24][C:23]([S:26](Cl)(=[O:28])=[O:27])=[CH:22][CH:21]=1>N1C=CC=CC=1>[CH3:30][C:20]1[CH:25]=[CH:24][C:23]([S:26]([NH:1][C@H:2]2[C@H:7]3[CH2:8][C@H:4]([C@@H:5]([C:16]([O:18][CH3:19])=[O:17])[N:6]3[C:9]([O:11][C:12]([CH3:13])([CH3:14])[CH3:15])=[O:10])[CH2:3]2)(=[O:28])=[O:27])=[CH:22][CH:21]=1. Procedure details: To a solution of 2-tert-butyl 3-methyl (1R,3S,4R,6R)-6-amino-2-azabicyclo[2.2.1]heptane-2,3-dicarboxylate obtained in Example 29-3 (321 mg) in pyridine (4 mL), was added p-toluenesulfonyl chloride (249 mg). The mixture was stirred at room temperature for 1 hr. The resulting mixture was evaporated in vacuo, and the residue chromatographed on silica gel eluting with hexane and ethyl acetate (1:1) to give the target compound (440 mg)